From a dataset of the Open Reaction Database (ORD), a public repository of structured organic reaction records. describe an organic reaction: reactants, conditions, products, and yield As a reaction SMILES: [ClH:1].[CH:2]1[C:12]2[C:11](=[C:13]3[CH2:18][CH2:17][N:16]([CH2:19][CH2:20][CH2:21][CH2:22][C:23]([O:25]CC)=[O:24])[CH2:15][CH2:14]3)[C:10]3[CH:28]=[CH:29][CH:30]=[CH:31][C:9]=3[CH2:8][O:7][C:6]=2[CH:5]=[CH:4][CH:3]=1.[OH-].[Na+]>CO>[ClH:1].[CH:2]1[C:12]2[C:11](=[C:13]3[CH2:18][CH2:17][N:16]([CH2:19][CH2:20][CH2:21][CH2:22][C:23]([OH:25])=[O:24])[CH2:15][CH2:14]3)[C:10]3[CH:28]=[CH:29][CH:30]=[CH:31][C:9]=3[CH2:8][O:7][C:6]=2[CH:5]=[CH:4][CH:3]=1 |f:0.1,2.3,5.6|. Yield: 99.7%. Reactants: Cl.C1=CC=CC=2OCC3=C(C(C21)=C2CCN(CC2)CCCCC(=O)OCC)C=CC=C3 (ethyl 4-(dibenz[b,e]oxepin-11(6H)-ylidene)-1-piperidinevalerate hydrochloride), [OH-].[Na+] (sodium hydroxide). Product: Cl.C1=CC=CC=2OCC3=C(C(C21)=C2CCN(CC2)CCCCC(=O)O)C=CC=C3 (4-(Dibenz[b,e]oxepin-11(6H)-ylidene)-1-piperidinevaleric acid hydrochloride). The solvent is CO (methanol). Procedure details: A mixture of 4.20 g of ethyl 4-(dibenz[b,e]oxepin-11(6H)-ylidene)-1-piperidinevalerate hydrochloride, 14.5 ml of 2N sodium hydroxide aqueous solution and 40 ml of methanol was refluxed for 1 hr and concentrated. Water was added to the residue, adjusted to pH 2 with 10% hydrochloric acid. The precipitate was collected by filtration and washed with water and ether to give 3.92 g of colorless crystals, which were recrystallized from water to give 3.08 g of colorless prisms, mp 304°-306° C. (dec.). Reactants: CCN(C(C)C)C(C)C (DIPEA), C=1C=CC2=C(C1)N=NN2O (HOBt), C(C)OC(CCN)OCC (3,3-diethoxy-propylamine), COCC(C(=O)O)(C)COC (3-methoxy-2-methoxymethyl-2-methyl-propionic acid). Run in C(CCl)Cl (EDC), C(Cl)Cl (DCM), C(Cl)Cl (DCM), C1CCOC1 (THF). Run at time 23 hour. The product is C(C)OC(CCNC(C(COC)(C)COC)=O)OCC (N-(3,3-diethoxy-propyl)-3-methoxy-2-methoxymethyl-2-methyl-propionamide). Yield: 80.7%. Reaction SMILES: [CH3:1][O:2][CH2:3][C:4]([CH2:9][O:10][CH3:11])([CH3:8])[C:5]([OH:7])=O.CCN(C(C)C)C(C)C.C1C=CC2N(O)N=NC=2C=1.[CH2:31]([O:33][CH:34]([O:38][CH2:39][CH3:40])[CH2:35][CH2:36][NH2:37])[CH3:32]>C(Cl)Cl.C1COCC1.C(Cl)CCl>[CH2:31]([O:33][CH:34]([O:38][CH2:39][CH3:40])[CH2:35][CH2:36][NH:37][C:5](=[O:7])[C:4]([CH2:3][O:2][CH3:1])([CH3:8])[CH2:9][O:10][CH3:11])[CH3:32]. Reported procedure: 5 g of 3-methoxy-2-methoxymethyl-2-methyl-propionic acid (prepared as described in EP609058) were dissolved in 49 mL of DCM and 12 mL of THF. 11.4 mL of DIPEA, 5.84 g of HOBt, 7.07 g of EDC and 5.45 g of 3,3-diethoxy-propylamine were added sequentially. The mixture was stirred for 23 h at rt, diluted with DCM and washed with sat. NaHCO3. The organic phase was dried over anh. Na2SO4 and concentrated in vacuo. The resulting crude material was purified by CC using Hept/EtOAc from 3/1 to 0/1 as elua... Reactants: OCC(=O)O (Hydroxyacetic acid), ON1N=NC2=C1C=CC=C2 (1-hydroxybenzotriazole), Cl.C(C)N=C=NCCCN(C)C (1-ethyl-3-(3-dimethylaminopropyl)-carbodiimide hydrochloride), C12CC(CC(CC1)N2)NC=2C=C1C=NNC1=CC2 (N-(8-azabicyclo[3.2.1]oct-3-yl)-1H-indazol-5-amine), C(O)([O-])=O.[Na+] (sodium hydrogencarbonate). The solvent is CN(C=O)C (dimethylformamide). Run at time 23 hour. Yields the product N1N=CC2=CC(=CC=C12)NC1CC2CCC(C1)N2C(CO)=O (2-[3-(1H-indazol-5-ylamino)-8-azabicyclo[3.2.1]oct-8-yl]-2-oxoethanol). Yield: 10.5%. As a reaction SMILES: [OH:1][CH2:2][C:3]([OH:5])=O.ON1C2C=CC=CC=2N=N1.Cl.C(N=C=NCCCN(C)C)C.[CH:28]12[NH:35][CH:32]([CH2:33][CH2:34]1)[CH2:31][CH:30]([NH:36][C:37]1[CH:38]=[C:39]3[C:43](=[CH:44][CH:45]=1)[NH:42][N:41]=[CH:40]3)[CH2:29]2.C(=O)([O-])O.[Na+]>CN(C)C=O>[NH:42]1[C:43]2[C:39](=[CH:38][C:37]([NH:36][CH:30]3[CH2:31][CH:32]4[N:35]([C:3](=[O:5])[CH2:2][OH:1])[CH:28]([CH2:34][CH2:33]4)[CH2:29]3)=[CH:45][CH:44]=2)[CH:40]=[N:41]1 |f:2.3,5.6|. Procedure details: Hydroxyacetic acid (32 mg, 0.421 mmol), 1-hydroxybenzotriazole (76 mg, 0.496 mmol) and 1-ethyl-3-(3-dimethylaminopropyl)-carbodiimide hydrochloride (95 mg, 0.496 mmol) were added in that order to a suspension of the N-(8-azabicyclo[3.2.1]oct-3-yl)-1H-indazol-5-amine (100 mg, 0.413 mmol) obtained in Example 525 in dimethylformamide (1 ml), and the resulting mixture was stirred at room temperature for 23 hours. The reaction mixture was poured into a saturated aqueous sodium hydrogencarbonate solut... Reactants: BrC1=CN=C(S1)NC(=O)NS(=O)(=O)C=1C=NC(=C(C1)Cl)Cl (N-[(5-Bromo-1,3-thiazol-2-yl)carbamoyl]-5,6-dichloropyridine-3-sulfonamide), CC1NCCC1 (2-methylpyrrolidine). The solvent is CN(C)C=O (DMF), C(C)(=O)OCC (ethyl acetate). The product is BrC1=CN=C(S1)NC(=O)NS(=O)(=O)C=1C=NC(=C(C1)Cl)N1C(CCC1)C (N-[(5-Bromo-1,3-thiazol-2-yl)carbamoyl]-5-chloro-6-(2-methylpyrrolidin-1-yl)pyridine-3-sulfonamide). As a reaction SMILES: [Br:1][C:2]1[S:6][C:5]([NH:7][C:8]([NH:10][S:11]([C:14]2[CH:15]=[N:16][C:17](Cl)=[C:18]([Cl:20])[CH:19]=2)(=[O:13])=[O:12])=[O:9])=[N:4][CH:3]=1.[CH3:22][CH:23]1[CH2:27][CH2:26][CH2:25][NH:24]1>CN(C=O)C.C(OCC)(=O)C>[Br:1][C:2]1[S:6][C:5]([NH:7][C:8]([NH:10][S:11]([C:14]2[CH:15]=[N:16][C:17]([N:24]3[CH2:25][CH2:26][CH2:27][CH:23]3[CH3:22])=[C:18]([Cl:20])[CH:19]=2)(=[O:13])=[O:12])=[O:9])=[N:4][CH:3]=1. Procedure details: N-[(5-Bromo-1,3-thiazol-2-yl)carbamoyl]-5,6-dichloropyridine-3-sulfonamide (20 mg, 0.05 mmol) was dissolved in DMF (1 ml) and reacted with 2-methylpyrrolidine (0.10 ml, 1 mmol) at 50° C. for 2.5 hours. The reaction mixture was diluted with ethyl acetate (30 ml) and washed with water, NaHCO3 (half sat. 3×), 5% KHSO4/10% K2SO4, NaCl sat., dried (MgSO4.2H2O), filtered and concentrated under reduced pressure. The crude was purified by preparative RP-HPLC: 6 mg, MS: m/e 477.9 (MH−).